describe an organic reaction: reactants, conditions, products, and yield From a dataset of the Open Reaction Database (ORD), a public repository of structured organic reaction records. Reactants: O=C(CI)Nc1ncc(Br)nc1Br, COC1CCC(N)CC1, CC#N, CCN(C(C)C)C(C)C, Cl. Yields the product COC1CCC(N2CC(=O)Nc3ncc(Br)nc32)CC1. Reaction SMILES: [Br:1][c:2]1[c:3]([NH:9][C:10]([CH2:11][I:12])=[O:13])[n:4][cH:5][c:6]([Br:8])[n:7]1.[CH3:24][O:25][CH:26]1[CH2:27][CH2:28][CH:29]([NH2:32])[CH2:30][CH2:31]1.[CH3:33][C:34]#[N:35].[CH:14]([N:15]([CH:16]([CH3:17])[CH3:18])[CH2:19][CH3:20])([CH3:21])[CH3:22].[ClH:23]>>[c:2]12[c:3]([n:4][cH:5][c:6]([Br:8])[n:7]1)[NH:9][C:10](=[O:13])[CH2:11][N:32]2[CH:29]1[CH2:28][CH2:27][CH:26]([O:25][CH3:24])[CH2:31][CH2:30]1. Reactants: ClC=1C(=C(C(=CC1[N+](=O)[O-])C)C)[N+](=O)[O-] (4-Chloro-3,5-dinitro-o-xylene), C(C)(C)N (i-propylamine). Yields the product C(C)(C)NC1=C(C(=C(C=C1[N+](=O)[O-])C)C)[N+](=O)[O-] (N-Isopropyl-3,4-Dimethyl-2,6-Dinitroaniline). Isolated yield 79.9%. RXN SMILES: Cl[C:2]1[C:3]([N+:13]([O-:15])=[O:14])=[C:4]([CH3:12])[C:5]([CH3:11])=[CH:6][C:7]=1[N+:8]([O-:10])=[O:9].[CH:16]([NH2:19])([CH3:18])[CH3:17]>>[CH:16]([NH:19][C:2]1[C:7]([N+:8]([O-:10])=[O:9])=[CH:6][C:5]([CH3:11])=[C:4]([CH3:12])[C:3]=1[N+:13]([O-:15])=[O:14])([CH3:18])[CH3:17]. Reported procedure: 4-Chloro-3,5-dinitro-o-xylene (10.0 grams, 0.043 mole) and i-propylamine (10.1 grams, 0.17 mole) are mixed and refluxed for 12 hours using an efficient reflux condenser. The mixture is then cooled and poured into 100 ml. of 5% hydrochloric acid and extracted with diethyl ether. The ether extract is dried over magnesium sulfate. Removal of the drying agent and solvent leaves an orange oil which readily solidifies. The product is recrystallized from methanol to give 8.7 grams (80%) of an orange so... Reactants: O=C(OC(C)(C)C)NC1CC1. Reagents/catalysts: N=1C=C(C(=C2C=CC3=C(N=CC(=C3C)C)C12)C)C, O1BOC(C)(C)C1(C)C, C[OH2+].C[OH2+].C1CC=CCCC=C1.C1CC=CCCC=C1.[Ir].[Ir]. Run in C1CCCCC1. Reaction conditions: temperature 80 celsius, time 18 hour. Yields the product O=C(OC(C)(C)C)NC1CC1B2OC(C)(C)C(O2)(C)C. Yield: 2.0%. Procedure: 1f (200 mg, 1.3 mmol) and HBpin (0.28 mL, 1.9 mmol) were used. Purification was performed by MPLC (hexane/ethyl acetate = 10:1 to 3:1) to afford a mixture of 1f and 2f (NMR yield 2%). The mixture was purified again by MPLC (hexane/ethyl acetate = 6:1 to 3:2) to afford 2f as a white solid. Starting materials: C1(\C=C/C(=O)O1)=O (maleic anhydride), NC=1C=C(OC2=CC=C(C(C)(C)C3=CC=C(C=C3)C(C3=CC=C(C=C3)OC3=CC(=CC=C3)N)(C)C)C=C2)C=CC1 (1,4-bis[4-(3-aminophenoxy)-α,α-dimethylbenzyl]benzene). Reagents/catalysts: P(O)(O)(O)=O (phosphoric acid). Solvent: C=1(C(=CC=CC1)C)C (xylene), CN(C=O)C (N,N-dimethylformamide), C=1(C(=CC=CC1)C)C (xylene). The product is C1(C=CC(N1C=1C=C(OC2=CC=C(C(C)(C)C3=CC=C(C=C3)C(C3=CC=C(C=C3)OC3=CC(=CC=C3)N3C(C=CC3=O)=O)(C)C)C=C2)C=CC1)=O)=O (1,4-bis[4-(3-maleimi-dophenoxy)-α, α-dimethylbenzyl]benzene). The yield is 97.4%. Reaction SMILES: [C:1]1(=[O:7])O[C:4](=[O:5])[CH:3]=[CH:2]1.[NH2:8][C:9]1[CH:10]=[C:11]([CH:45]=[CH:46][CH:47]=1)[O:12][C:13]1[CH:44]=[CH:43][C:16]([C:17]([C:20]2[CH:25]=[CH:24][C:23]([C:26]([CH3:42])([CH3:41])[C:27]3[CH:32]=[CH:31][C:30]([O:33][C:34]4[CH:39]=[CH:38][CH:37]=[C:36]([NH2:40])[CH:35]=4)=[CH:29][CH:28]=3)=[CH:22][CH:21]=2)([CH3:19])[CH3:18])=[CH:15][CH:14]=1>C1(C)C(C)=CC=CC=1.CN(C)C=O.P(=O)(O)(O)O>[C:1]1(=[O:7])[N:40]([C:36]2[CH:35]=[C:34]([CH:39]=[CH:38][CH:37]=2)[O:33][C:30]2[CH:31]=[CH:32][C:27]([C:26]([C:23]3[CH:22]=[CH:21][C:20]([C:17]([CH3:19])([CH3:18])[C:16]4[CH:15]=[CH:14][C:13]([O:12][C:11]5[CH:45]=[CH:46][CH:47]=[C:9]([N:8]6[C:1](=[O:7])[CH:2]=[CH:3][C:4]6=[O:5])[CH:10]=5)=[CH:44][CH:43]=4)=[CH:25][CH:24]=3)([CH3:42])[CH3:41])=[CH:28][CH:29]=2)[C:4](=[O:5])[CH:3]=[CH:2]1. Procedure details: In the same reactor used in Example 2D, there were placed 26.5 g (0.27 mole) of maleic anhydride, 0.7 g of phosphoric acid and 150 ml of mixed xylene. A solution was then added dropwise thereto, the solution having been prepared by thermally dissolving 52.8 g (0.1 mole) of 1,4-bis[4-(3-aminophenoxy)-α,α-dimethylbenzyl]benzene obtained in Example 1D in a mixture of 100 ml of mixed xylene and 50 ml of N,N-dimethylformamide. A dropping time of 5 hours and an aging time of 2 hours were used in order... The reactants are CC(C)(OC(=O)NCC(=O)O)C (N-[(1,1-Dimethylethoxy)carbonyl]glycine), C(C1=CC=CC=C1)OC\C=C/CO (cis-4-benzyloxy-2-buten-1-ol), N,N-dicyclohexylcarbodiimide. Reagents/catalysts: CN(C1=CC=NC=C1)C (4-dimethylaminopyridine). The solvent is C(Cl)Cl (methylene chloride), C(Cl)Cl (methylene chloride), C(Cl)Cl (methylene chloride). Reaction conditions: temperature 0 celsius. Product: C1(=CC=CC=C1)COCC=CCOC(CNC(=O)OC(C)(C)C)=O (N-[(1,1-Dimethylethoxy)carbonyl]glycine-4phenylmethoxy-2-butenyl ester). As a reaction SMILES: [CH3:1][C:2]([CH3:12])([O:4][C:5]([NH:7][CH2:8][C:9]([OH:11])=[O:10])=[O:6])[CH3:3].[CH2:13]([O:20][CH2:21]/[CH:22]=[CH:23]\[CH2:24]O)[C:14]1[CH:19]=[CH:18][CH:17]=[CH:16][CH:15]=1>CN(C)C1C=CN=CC=1.C(Cl)Cl>[C:14]1([CH2:13][O:20][CH2:21][CH:22]=[CH:23][CH2:24][O:10][C:9](=[O:11])[CH2:8][NH:7][C:5]([O:4][C:2]([CH3:12])([CH3:1])[CH3:3])=[O:6])[CH:19]=[CH:18][CH:17]=[CH:16][CH:15]=1. Procedure: N-[(1,1-Dimethylethoxy)carbonyl]glycine (21.9 grams, 0.125 mol), cis-4-benzyloxy-2-buten-1-ol (25 mL, 0.15 mol), and 4-dimethylaminopyridine (1.5 grams, 0.013 mol) are dissolved in methylene chloride and stirred at 0° C. Then N,N-dicyclohexylcarbodiimide (31 grams, 0.15 mol) in 30 mL methylene chloride is added and the reaction is stirred at 0° C. for five minutes. The reaction is then stirred for an additional twelve hours at 25° C. Additional methylene chloride is added and the reaction is was... Reactants: C(C1=CC=CC=C1)N1CC(OCC1)CN1C2=C(CCC3=C1C=CC=C3)C=CC=C2 (5-(4-benzyl-2-morpholinylmethyl)-10,11-dihydro-5H-dibenz[b,f]azepine), ClC(=O)OCC (ethyl chloroformate), [OH-].[Na+] (sodium hydroxide). Solvent: C1=CC=CC=C1 (benzene). Yields the product C(C)OC(=O)N1CC(OCC1)CN1C2=C(CCC3=C1C=CC=C3)C=CC=C2 (5-(4-ethoxycarbonyl-2-morpholinylmethyl)-10,11-dihydro-5H-dibenz[b,f]azepine). Reaction SMILES: C([N:8]1[CH2:13][CH2:12][O:11][CH:10]([CH2:14][N:15]2[C:21]3[CH:22]=[CH:23][CH:24]=[CH:25][C:20]=3[CH2:19][CH2:18][C:17]3[CH:26]=[CH:27][CH:28]=[CH:29][C:16]2=3)[CH2:9]1)C1C=CC=CC=1.Cl[C:31]([O:33][CH2:34][CH3:35])=[O:32].[OH-].[Na+]>C1C=CC=CC=1>[CH2:34]([O:33][C:31]([N:8]1[CH2:13][CH2:12][O:11][CH:10]([CH2:14][N:15]2[C:16]3[CH:29]=[CH:28][CH:27]=[CH:26][C:17]=3[CH2:18][CH2:19][C:20]3[CH:25]=[CH:24][CH:23]=[CH:22][C:21]2=3)[CH2:9]1)=[O:32])[CH3:35] |f:2.3|. Procedure details: A mixture of 5-(4-benzyl-2-morpholinylmethyl)-10,11-dihydro-5H-dibenz[b,f]azepine (1.62 g) and ethyl chloroformate (1.44 g) in benzene was stirred under reflux for 8 hours. The reaction mixture was cooled, admixed with 10% aqueous sodium hydroxide and extracted with benzene. The benzene extract was dried over anhydrous sodium sulfate and evaporated to afford 5-(4-ethoxycarbonyl-2-morpholinylmethyl)-10,11-dihydro-5H-dibenz[b,f]azepine as an oily substance. To a solution of the oil in ethanol was ...